This data is from the Open Reaction Database (ORD), a public repository of structured organic reaction records. The task is: describe an organic reaction: reactants, conditions, products, and yield Starting materials: CCCCCCCCCOc1cc(C#N)ccn1, C[O-], CO, [Li+], [Na+], [OH-], O. The product is CCCCCCCCCOc1cc(C(N)=O)ccn1. Reaction SMILES: [CH2:1]([CH2:2][CH2:3][CH2:4][CH2:5][CH2:6][CH2:7][CH2:8][CH3:9])[O:10][c:11]1[cH:12][c:13]([C:14]#[N:15])[cH:16][cH:17][n:18]1.[CH3:19][O-:20].[CH3:24][OH:25].[Li+:22].[Na+:21].[OH-:23].[OH2:26]>>[CH2:1]([CH2:2][CH2:3][CH2:4][CH2:5][CH2:6][CH2:7][CH2:8][CH3:9])[O:10][c:11]1[cH:12][c:13]([C:14]([NH2:15])=[O:20])[cH:16][cH:17][n:18]1. Reactants: C1=CCC(CC1)C=CC(CC(=O)OC)=O (methyl 5-(cyclohexen-4-yl)-3-oxo-4-pentenoate), N,N-dimethylformamidodimethylacetal, C(C)(C)OC(C)C (diisopropyl ether), OC1=CC=C(N)C=C1 (p-hydroxyaniline). Run in C1=CC=CC=C1 (benzene). Yields the product C1=CCC(CC1)C=CC(C(C(=O)OC)=CNC1=CC=C(C=C1)O)=O (methyl 5-(cyclohexen-4-yl)-2-(4-hydroxyphenylaminomethylene)-3-oxo-4-pentenoate). As a reaction SMILES: [CH:1]1[CH2:6][CH2:5][CH:4]([CH:7]=[CH:8][C:9](=[O:15])[CH2:10][C:11]([O:13][CH3:14])=[O:12])[CH2:3][CH:2]=1.[OH:16][C:17]1[CH:23]=[CH:22][C:20]([NH2:21])=[CH:19][CH:18]=1.[CH:24](OC(C)C)(C)C>C1C=CC=CC=1>[CH:1]1[CH2:6][CH2:5][CH:4]([CH:7]=[CH:8][C:9](=[O:15])[C:10](=[CH:24][NH:21][C:20]2[CH:22]=[CH:23][C:17]([OH:16])=[CH:18][CH:19]=2)[C:11]([O:13][CH3:14])=[O:12])[CH2:3][CH:2]=1. Reported procedure: In 20 ml benzene was dissolved 2.0 g of methyl 5-(cyclohexen-4-yl)-3-oxo-4-pentenoate, and 1.4 g of N,N-dimethylformamidodimethylacetal was added thereto. They were reacted at 70° C. for 1.5 hours. This reaction mixture was cooled to room temperature, and 1.2 g of p-hydroxyaniline was added thereto. They were reacted for 1.5 hours. After completion of the reaction, 50 ml of diisopropyl ether was added to the reaction mixture and the precipitated crystals were collected by filtration and washed w...